This data is from the Open Reaction Database (ORD), a public repository of structured organic reaction records. The task is: describe an organic reaction: reactants, conditions, products, and yield Starting materials: [OH-].[Na+] (sodium hydroxide), [SH-].[Na+] (sodium bisulfide), C([O-])(O)=O.[Na+] (sodium bicarbonate). Yields the product [SH-].[Na+] (sodium bisulfide), C([O-])(O)=O.[Na+] (sodium bicarbonate), [S-2].[Na+].[Na+] (sodium sulfide), C([O-])([O-])=O.[Na+].[Na+] (sodium carbonate). As a reaction SMILES: [OH-].[Na+:2].[SH-:3].[Na+].[C:5](=[O:8])([OH:7])[O-:6].[Na+]>>[SH-:3].[Na+:2].[C:5](=[O:6])([OH:8])[O-:7].[Na+:2].[S-2:3].[Na+:2].[Na+:2].[C:5](=[O:6])([O-:8])[O-:7].[Na+:2].[Na+:2] |f:0.1,2.3,4.5,6.7,8.9,10.11.12,13.14.15|. Reported procedure: This slight excess of sodium hydroxide will tend to preclude the formation of sodium bisulfide and sodium bicarbonate. Alternatively, if no excess is present, then theoretically sodium bisulfide and sodium bicarbonate could be produced along with sodium sulfide and sodium carbonate. The reactants are NC1=CC=C(C(=O)C2=CC=CC=C2)C=C1 (4-aminobenzophenone), KNO2, C(=O)([O-])[O-].[K+].[K+] (K2CO3), Br (HBr). Run in CS(=O)C (DMSO), CCOCC (ether), ice water, CS(=O)C (DMSO). Conditions: temperature 35 celsius, time 10 minute. Yields the product BrC1=CC=C(C(=O)C2=CC=CC=C2)C=C1 (4-bromobenzophenone). Reaction SMILES: [BrH:1].N[C:3]1[CH:16]=[CH:15][C:6]([C:7]([C:9]2[CH:14]=[CH:13][CH:12]=[CH:11][CH:10]=2)=[O:8])=[CH:5][CH:4]=1.C([O-])([O-])=O.[K+].[K+]>CS(C)=O.CCOCC>[Br:1][C:3]1[CH:16]=[CH:15][C:6]([C:7]([C:9]2[CH:14]=[CH:13][CH:12]=[CH:11][CH:10]=2)=[O:8])=[CH:5][CH:4]=1 |f:2.3.4|. Reported procedure: A solution of 48% aqueous HBr (2.31 ml, 20 mmol) dissolved in DMSO (25 ml) was added dropwise to a solution of 4-aminobenzophenone (0.986 g, 5 mmol) in a mixture of 25 ml of DMSO and KNO2 (0.851 g, 10 mmol) at 35° C. with agitation. The added mixture was stirred at 35° C. for 10 minutes, and then transferred to a solution containing K2CO3 (5 g) in 100 ml ice-water. The reaction mixture was then taken up in ether, and then the ethereal extracts were washed with water and dried over anhydrous magn... The reactants are CO (MeOH), C(C)(C)(C)OC(=O)N1CCNCC1 (tert-butyl-piperazine-1-carboxylate), ClC1=NC=C(C(=C1)N[C@H]1CC[C@H](CC1)C(=O)O)[N+](=O)[O-] (cis-4-(2-Chloro-5-nitropyridin-4-ylamino)cyclohexanecarboxylic acid), S(=O)(Cl)Cl (thionyl chloride), C(C)(C)(C)OC(=O)N1CCNCC1 (tert-butyl-piperazine-1-carboxylate). Run in C1CCOC1 (THF), [NH4+].[Cl-] (NH4Cl), C1CCOC1 (THF). Reaction conditions: time 30 minute. Yields the product [NH4+].[OH-] (NH4OH), ClC1=NC=C(C(=C1)N[C@H]1CC[C@H](CC1)C(=O)N1CCN(CC1)C(=O)OC(C)(C)C)[N+](=O)[O-] (tert-butyl 4-(cis-4-(2-chloro-5-nitropyridin-4-ylamino)cyclohexanecarbonyl)piperazine-1-carboxylate). The yield is 193.2%. As a reaction SMILES: [Cl:1][C:2]1[CH:7]=[C:6]([NH:8][C@@H:9]2[CH2:14][CH2:13][C@H:12]([C:15]([OH:17])=[O:16])[CH2:11][CH2:10]2)[C:5]([N+:18]([O-:20])=[O:19])=[CH:4][N:3]=1.S(Cl)(Cl)=O.[C:25]([O:29][C:30]([N:32]1[CH2:37][CH2:36][NH:35][CH2:34][CH2:33]1)=[O:31])([CH3:28])([CH3:27])[CH3:26].CO>C1COCC1.[NH4+].[Cl-]>[NH4+:3].[OH-:16].[Cl:1][C:2]1[CH:7]=[C:6]([NH:8][C@@H:9]2[CH2:10][CH2:11][C@H:12]([C:15]([N:35]3[CH2:34][CH2:33][N:32]([C:30]([O:29][C:25]([CH3:28])([CH3:27])[CH3:26])=[O:31])[CH2:37][CH2:36]3)=[O:17])[CH2:13][CH2:14]2)[C:5]([N+:18]([O-:20])=[O:19])=[CH:4][N:3]=1 |f:5.6,7.8|. Procedure details: cis-4-(2-Chloro-5-nitropyridin-4-ylamino)cyclohexanecarboxylic acid (1.000 g, 3.34 mmol) was suspended in thionyl chloride (12.18 mL, 167 mmol), and the mixture was stirred at RT for 30 minutes. The reaction mixture was concentrated in vacuo, dissolved in THF (33.4 mL), and then cooled to 0° C. under a nitrogen atmosphere. To the cooled reaction was added tert-butyl-piperazine-1-carboxylate (0.684 g, 3.67 mmol) as a solution in THF (1 mL). The reaction mixture was stirred at 0° C. for 15 minutes...